This data is from the Open Reaction Database (ORD), a public repository of structured organic reaction records. The task is: describe an organic reaction: reactants, conditions, products, and yield Starting materials: O (water), C=1(O)C(O)=CC=CC1 (catechol), BrCCCCCCCCCCCC (bromododecane), C([O-])([O-])=O.[K+].[K+] (potassium carbonate). Solvent: CN(C)C=O (DMF). Reaction conditions: temperature 60 celsius. The product is C(CCCCCCCCCCC)OC1=C(C=CC=C1)O (2-dodecyloxyphenol). Yield: 40.9%. RXN SMILES: [C:1]1([C:3](=[CH:5][CH:6]=[CH:7][CH:8]=1)[OH:4])[OH:2].Br[CH2:10][CH2:11][CH2:12][CH2:13][CH2:14][CH2:15][CH2:16][CH2:17][CH2:18][CH2:19][CH2:20][CH3:21].C(=O)([O-])[O-].[K+].[K+].O>CN(C=O)C>[CH2:21]([O:2][C:1]1[CH:8]=[CH:7][CH:6]=[CH:5][C:3]=1[OH:4])[CH2:20][CH2:19][CH2:18][CH2:17][CH2:16][CH2:15][CH2:14][CH2:13][CH2:12][CH2:11][CH3:10] |f:2.3.4|. Procedure details: A mixture of catechol (11 g, 100 mmole), bromododecane (32.4 g, 130 mmoles) and potassium carbonate (18.2 g, 130 mmole) in dry DMF (100 ml) was stirred and heated at 60° C. for 48 h. The mixture was poured into water (500 ml) and extracted with diethyl ether (3×100 ml). The combined ether extracts were washed with saturated sodium chloride solution (2×100 ml) and dried with anhydrous magnesium sulphate. The ether was removed to give a solid. Distillation at reduced pressure gave 2-dodecyloxyphen...